Dataset: the Open Reaction Database (ORD), a public repository of structured organic reaction records. Task: describe an organic reaction: reactants, conditions, products, and yield The reactants are CCO, Cl, [Na+], [OH-], OCc1ccc(O)cc1, CCCCC(CCOS(=O)(=O)c1ccc(C)cc1)C(F)(F)F. Product: CCCCC(CCOc1ccc(CO)cc1)C(F)(F)F. Reaction SMILES: [CH3:35][CH2:36][OH:37].[ClH:34].[Na+:33].[OH-:32].[OH:1][c:2]1[cH:3][cH:4][c:5]([CH2:6][OH:7])[cH:8][cH:9]1.[c:10]1([CH3:11])[cH:12][cH:13][c:14]([S:15]([O:16][CH2:20][CH2:21][CH:22]([CH2:23][CH2:24][CH2:25][CH3:26])[C:27]([F:28])([F:29])[F:30])(=[O:17])=[O:18])[cH:19][cH:31]1>>[O:1]([c:2]1[cH:3][cH:4][c:5]([CH2:6][OH:7])[cH:8][cH:9]1)[CH2:20][CH2:21][CH:22]([CH2:23][CH2:24][CH2:25][CH3:26])[C:27]([F:28])([F:29])[F:30]. Starting materials: CC(C)(C)OC(=O)Nc1ccc(I)cc1NC(=O)CC(=O)c1cccc(C#N)c1, ClCCl, O=C(O)C(F)(F)F. The product is N#Cc1cccc(C2=Nc3ccc(I)cc3NC(=O)C2)c1. RXN SMILES: [C:1]([O:2][C:3](=[O:4])[NH:7][c:8]1[c:9]([NH:15][C:16]([CH2:17][C:18](=[O:5])[c:20]2[cH:21][c:22]([C:26]#[N:27])[cH:23][cH:24][cH:25]2)=[O:28])[cH:10][c:11]([I:14])[cH:12][cH:13]1)([CH3:6])([CH3:19])[CH3:29].[Cl:37][CH2:38][Cl:39].[F:30][C:31]([F:32])([F:33])[C:34]([OH:35])=[O:36]>>[N:7]1=[C:18]([c:20]2[cH:21][c:22]([C:26]#[N:27])[cH:23][cH:24][cH:25]2)[CH2:17][C:16](=[O:28])[NH:15][c:9]2[c:8]1[cH:13][cH:12][c:11]([I:14])[cH:10]2.